Dataset: the Open Reaction Database (ORD), a public repository of structured organic reaction records. Task: describe an organic reaction: reactants, conditions, products, and yield Reactants: O=C([O-])[O-], CN(C)C=O, O=c1[nH]c2ccccc2n1CCCCl, Cl, Fc1cccc2onc(C3CCNCC3)c12, [I-], [K+], [K+], [K+], O. Yields the product O=c1[nH]c2ccccc2n1CCCN1CCC(c2noc3cccc(F)c23)CC1. RXN SMILES: [C:32](=[O:33])([O-:34])[O-:35].[CH3:41][N:42]([CH3:43])[CH:44]=[O:45].[Cl:18][CH2:19][CH2:20][CH2:21][n:22]1[c:23](=[O:31])[nH:24][c:25]2[c:26]1[cH:27][cH:28][cH:29][cH:30]2.[ClH:1].[F:2][c:3]1[cH:4][cH:5][cH:6][c:7]2[c:8]1[c:9]([CH:12]1[CH2:13][CH2:14][NH:15][CH2:16][CH2:17]1)[n:10][o:11]2.[I-:39].[K+:36].[K+:37].[K+:38].[OH2:40]>>[F:2][c:3]1[cH:4][cH:5][cH:6][c:7]2[c:8]1[c:9]([CH:12]1[CH2:13][CH2:14][N:15]([CH2:19][CH2:20][CH2:21][n:22]3[c:23](=[O:31])[nH:24][c:25]4[c:26]3[cH:27][cH:28][cH:29][cH:30]4)[CH2:16][CH2:17]1)[n:10][o:11]2. Reactants: O=C=O, C1CCOC1, CC(C)=O, CCOCC, CCOC(=O)C1CCN(c2ccc(Cl)c(OC)c2)CC1, ClCI, [Li]C. Product: COc1cc(N2CCC(C(=O)CCl)CC2)ccc1Cl. As a reaction SMILES: [C:24](=[O:25])=[O:26].[CH2:38]1[O:39][CH2:40][CH2:41][CH2:42]1.[CH3:27][C:28](=[O:29])[CH3:30].[CH3:33][CH2:34][O:35][CH2:36][CH3:37].[Cl:1][c:2]1[c:3]([O:19][CH3:20])[cH:4][c:5]([N:8]2[CH2:9][CH2:10][CH:11]([C:14]([O:16][CH2:15][CH3:17])=[O:18])[CH2:12][CH2:13]2)[cH:6][cH:7]1.[Cl:21][CH2:22][I:23].[Li:31][CH3:32]>>[Cl:1][c:2]1[c:3]([O:19][CH3:20])[cH:4][c:5]([N:8]2[CH2:9][CH2:10][CH:11]([C:14](=[O:16])[CH2:22][Cl:21])[CH2:12][CH2:13]2)[cH:6][cH:7]1. Starting materials: C(C)(=O)OCCN(C1=CC=C(C=C1)C=O)CC (2-(ethyl(4-formylphenyl)amino)ethyl acetate), C1(CCCCC1)=O (cyclohexanone), [OH-].[Na+] (sodium hydroxide). Run in C(C)O (ethanol). Conditions: temperature 50 celsius. Product: C(C)N(C1=CC=C(C=C1)C=C1C(C(CCC1)=CC1=CC=C(C=C1)N(CCO)CC)=O)CCO (2,6-bis((4-(ethyl(2-hydroxyethyl) amino)phenyl)methylene) cyclohexan-1-on e). Isolated yield 185.2%. Reaction SMILES: C([O:4][CH2:5][CH2:6][N:7]([CH2:16][CH3:17])[C:8]1[CH:13]=[CH:12][C:11]([CH:14]=O)=[CH:10][CH:9]=1)(=O)C.[C:18]1(=[O:24])[CH2:23][CH2:22][CH2:21][CH2:20][CH2:19]1.[OH-:25].[Na+]>C(O)C>[CH2:16]([N:7]([CH2:6][CH2:5][OH:4])[C:8]1[CH:9]=[CH:10][C:11]([CH:14]=[C:19]2[CH2:20][CH2:21][CH2:22][C:23](=[CH:14][C:11]3[CH:12]=[CH:13][C:8]([N:7]([CH2:6][CH3:5])[CH2:16][CH2:17][OH:25])=[CH:9][CH:10]=3)[C:18]2=[O:24])=[CH:12][CH:13]=1)[CH3:17] |f:2.3|. Reported procedure: 23.5 g of 2-(ethyl(4-formylphenyl)amino)ethyl acetate, 4.91 g of cyclohexanone and 150 ml of ethanol were mixed and to this was added an aqueous solution (25 ml) of 2.2 g of sodium hydroxide while stirring at 50° C. This mixture was further stirred for 5 hours. After cooling to room temperature, a precipitate was filtrated, and washed with a small amount of ethanol and water to obtain 41.5 g of 2,6-bis((4-(ethyl(2-hydroxyethyl) amino)phenyl)methylene) cyclohexan-1-on e. Starting materials: O (water), SC1=C(C(=O)OC)C=CC=C1 (methyl 2-sulfanylbenzoate), IC1CCCC1 (iodocyclopentane), C([O-])([O-])=O.[K+].[K+] (potassium carbonate). Solvent: O1CCCC1.CN(C=O)C (tetrahydrofuran N,N-dimethylformamide). Yields the product C1(CCCC1)SC1=C(C(=O)OC)C=CC=C1 (methyl 2-(cyclopentylsulfanyl)benzoate). Isolated yield 96.6%. As a reaction SMILES: [SH:1][C:2]1[CH:11]=[CH:10][CH:9]=[CH:8][C:3]=1[C:4]([O:6][CH3:7])=[O:5].I[CH:13]1[CH2:17][CH2:16][CH2:15][CH2:14]1.C(=O)([O-])[O-].[K+].[K+].O>O1CCCC1.CN(C)C=O>[CH:13]1([S:1][C:2]2[CH:11]=[CH:10][CH:9]=[CH:8][C:3]=2[C:4]([O:6][CH3:7])=[O:5])[CH2:17][CH2:16][CH2:15][CH2:14]1 |f:2.3.4,6.7|. Reported procedure: (Step 1) A solution of methyl 2-sulfanylbenzoate (7.0 g), iodocyclopentane (10.6 g) and potassium carbonate (7.48 g) in tetrahydrofuran-N,N-dimethylformamide (100 ml+10 ml) was stirred at 70° C. for 3 hr. The reaction mixture was poured into water, and the mixture was extracted with ethyl acetate. The reaction mixture was washed successively with 1N hydrochloric acid and saturated brine, dried over magnesium sulfate, and filtered. The solvent was evaporated under reduced pressure. The obtained r...